The task is: describe an organic reaction: reactants, conditions, products, and yield. This data is from the Open Reaction Database (ORD), a public repository of structured organic reaction records. Reactants: COC1=CC=C2C=CC=C(C2=C1)N1CCN(CC1)CCN (1-(7-methoxy-1-naphthyl)-4-(2-aminoethyl)piperazine), S1C(=CC=C1)C(=O)Cl (2-thiophenecarbonyl chloride). Product: Cl.COC1=CC=C2C=CC=C(C2=C1)N1CCN(CC1)CCNC(=O)C=1SC=CC1 (1-(7-Methoxy-1-naphthyl)-4-[2-(2-thienoylamino)-ethyl]piperazine hydrochloride). RXN SMILES: [CH3:1][O:2][C:3]1[CH:12]=[C:11]2[C:6]([CH:7]=[CH:8][CH:9]=[C:10]2[N:13]2[CH2:18][CH2:17][N:16]([CH2:19][CH2:20][NH2:21])[CH2:15][CH2:14]2)=[CH:5][CH:4]=1.[S:22]1[CH:26]=[CH:25][CH:24]=[C:23]1[C:27]([Cl:29])=[O:28]>>[ClH:29].[CH3:1][O:2][C:3]1[CH:12]=[C:11]2[C:6]([CH:7]=[CH:8][CH:9]=[C:10]2[N:13]2[CH2:18][CH2:17][N:16]([CH2:19][CH2:20][NH:21][C:27]([C:23]3[S:22][CH:26]=[CH:25][CH:24]=3)=[O:28])[CH2:15][CH2:14]2)=[CH:5][CH:4]=1 |f:2.3|. Procedure details: This compound was prepared according to the process described in Example 1, Stage E, from 1-(7-methoxy-1-naphthyl)-4-(2-aminoethyl)piperazine and 2-thiophenecarbonyl chloride.